This data is from the Open Reaction Database (ORD), a public repository of structured organic reaction records. The task is: describe an organic reaction: reactants, conditions, products, and yield Reactants: CC(=O)O[BH-](OC(C)=O)OC(C)=O, CN1CCNCC1, CC(=O)O, CN(C)C=O, COc1cc(Nc2c(C#N)cnc3cc(-c4coc(C=O)c4)c(OC)cc23)c(Cl)cc1Cl, ClCCl, [Na+]. Yields the product COc1cc(Nc2c(C#N)cnc3cc(-c4coc(CN5CCN(C)CC5)c4)c(OC)cc23)c(Cl)cc1Cl. Reaction SMILES: [C:40]([O:41][BH-:42]([O:43][C:44](=[O:45])[CH3:46])[O:47][C:48](=[O:49])[CH3:50])(=[O:51])[CH3:52].[CH3:33][N:34]1[CH2:35][CH2:36][NH:37][CH2:38][CH2:39]1.[CH3:54][C:55](=[O:56])[OH:57].[CH3:61][N:62]([CH3:63])[CH:64]=[O:65].[Cl:1][c:2]1[c:3]([NH:11][c:12]2[c:13]([C:31]#[N:32])[cH:14][n:15][c:16]3[cH:17][c:18](-[c:24]4[cH:25][o:26][c:27]([CH:29]=[O:30])[cH:28]4)[c:19]([O:22][CH3:23])[cH:20][c:21]23)[cH:4][c:5]([O:9][CH3:10])[c:6]([Cl:8])[cH:7]1.[Cl:58][CH2:59][Cl:60].[Na+:53]>>[Cl:1][c:2]1[c:3]([NH:11][c:12]2[c:13]([C:31]#[N:32])[cH:14][n:15][c:16]3[cH:17][c:18](-[c:24]4[cH:25][o:26][c:27]([CH2:29][N:37]5[CH2:36][CH2:35][N:34]([CH3:33])[CH2:39][CH2:38]5)[cH:28]4)[c:19]([O:22][CH3:23])[cH:20][c:21]23)[cH:4][c:5]([O:9][CH3:10])[c:6]([Cl:8])[cH:7]1. Starting materials: ClCCOC1=C(C(=CC=C1)[N+](=O)[O-])N (2-(2-chloroethoxy)-6-nitrophenylamine), ClNC(CCC(=O)N)=O (N-chlorosuccinamide). Solvent: C(C)#N (acetonitrile). Product: ClC1=CC(=C(C(=C1)[N+](=O)[O-])N)OCCCl (4-Chloro-2-(2-chloro-ethoxy)-6-nitro-phenylamine). RXN SMILES: [Cl:1][CH2:2][CH2:3][O:4][C:5]1[CH:10]=[CH:9][CH:8]=[C:7]([N+:11]([O-:13])=[O:12])[C:6]=1[NH2:14].[Cl:15]NC(=O)CCC(N)=O>C(#N)C>[Cl:15][C:9]1[CH:8]=[C:7]([N+:11]([O-:13])=[O:12])[C:6]([NH2:14])=[C:5]([O:4][CH2:3][CH2:2][Cl:1])[CH:10]=1. Reported procedure: A solution of 2-(2-chloro-ethoxy)-6-nitro-phenylamine (2a, 30.0 g, 0.14 mol), N-chlorosuccinamide and acetonitrile (1.3 L) was refluxed for 4 hr. The mixture was concentrated under vacuum and the residue was diluted with ethyl acetate (500 mL). The organic layer was washed with water (2X, 250 mL) and brine (250 mL), dried over anhydrous magnesium sulfate, filtered, and the solvent removed under vacuum to give an orange solid residue. Crystallization from ethyl acetate-hexane gave 33.5 g (95.3%) ... Reactants: ClC1=CC=CC(=N1)O (6-chloro-2-pyridinol), N1CCOCC1 (morpholine). Conditions: temperature 90 celsius. Yields the product N1(CCOCC1)C1=CC=CC(=N1)O (6-Morpholin-4-yl-pyridin-2-ol). RXN SMILES: Cl[C:2]1[N:7]=[C:6]([OH:8])[CH:5]=[CH:4][CH:3]=1.[NH:9]1[CH2:14][CH2:13][O:12][CH2:11][CH2:10]1>>[N:9]1([C:2]2[N:7]=[C:6]([OH:8])[CH:5]=[CH:4][CH:3]=2)[CH2:14][CH2:13][O:12][CH2:11][CH2:10]1. Procedure details: To a stirring solution of morpholine (10 ml) was added 6-chloro-2-pyridinol (1.5 g, 11.57 mmol) and the mixture was heated at 90° C. for 60 h. The reaction mixture was cooled to RT and concentrated under reduced pressure (while heating) to afford the title compound as a brown solid (85%. The crude material was used without further purification. MS (ESI) 181.2 (M+H+). Starting materials: CC(C)(C)OC(=O)NN1CCN(S(=O)(=O)c2ccc3cc(Cl)ccc3c2)CC1=O, O=C([O-])O, CO, CCOC(C)=O, Cl, [Na+]. The product is NN1CCN(S(=O)(=O)c2ccc3cc(Cl)ccc3c2)CC1=O. RXN SMILES: [C:1]([O:2][C:3](=[O:4])[NH:8][N:9]1[C:10](=[O:29])[CH2:11][N:12]([S:15](=[O:16])(=[O:17])[c:18]2[cH:19][c:20]3[cH:21][cH:22][c:23]([Cl:28])[cH:24][c:25]3[cH:26][cH:27]2)[CH2:13][CH2:14]1)([CH3:5])([CH3:6])[CH3:7].[C:33](=[O:34])([OH:35])[O-:36].[CH3:30][OH:31].[CH3:38][CH2:39][O:40][C:41](=[O:42])[CH3:43].[ClH:32].[Na+:37]>>[NH2:8][N:9]1[C:10](=[O:29])[CH2:11][N:12]([S:15](=[O:16])(=[O:17])[c:18]2[cH:19][c:20]3[cH:21][cH:22][c:23]([Cl:28])[cH:24][c:25]3[cH:26][cH:27]2)[CH2:13][CH2:14]1. Reactants: CCN=C=NCCCN(C)C (EDCI), ClC=1C=C2C(=NC1)NC(=C2)C(=O)N[C@H](C(=O)O)CC2=CC=C(C=C2)F (2-(S)-[(5-chloro-1H-pyrrolo[2,3-b]pyridine-2-carbonyl)amino]-3-(4-fluorophenyl)propionic acid), O[C@H]1CNCC1 ((R)-(+)-3-hydroxypyrrolidine), C=1C=CC2=C(C1)N=NN2O (HOBt), CCN(C(C)C)C(C)C (DIPEA). Run in CN(C)C=O (DMF). Conditions: time 5 minute. Product: FC1=CC=C(C[C@@H](C(=O)N2CC(CC2)O)NC(=O)C2=CC=3C(=NC=C(C3)Cl)N2)C=C1 (5-Chloro-1H-pyrrolo[2,3-b]pyridine-2-carboxylic acid [1-(S)-(4-fluorobenzyl)-2-(3-hydroxy-pyrrolidin-1-yl)-2-oxo-ethyl]-amide). Reaction SMILES: [Cl:1][C:2]1[CH:3]=[C:4]2[CH:10]=[C:9]([C:11]([NH:13][C@@H:14]([CH2:18][C:19]3[CH:24]=[CH:23][C:22]([F:25])=[CH:21][CH:20]=3)[C:15](O)=[O:16])=[O:12])[NH:8][C:5]2=[N:6][CH:7]=1.[OH:26][C@@H:27]1[CH2:31][CH2:30][NH:29][CH2:28]1.C1C=CC2N(O)N=NC=2C=1.CCN(C(C)C)C(C)C.CCN=C=NCCCN(C)C>CN(C=O)C>[F:25][C:22]1[CH:21]=[CH:20][C:19]([CH2:18][C@H:14]([NH:13][C:11]([C:9]2[NH:8][C:5]3=[N:6][CH:7]=[C:2]([Cl:1])[CH:3]=[C:4]3[CH:10]=2)=[O:12])[C:15]([N:29]2[CH2:30][CH2:31][CH:27]([OH:26])[CH2:28]2)=[O:16])=[CH:24][CH:23]=1. Procedure details: To a solution of 2-(S)-[(5-chloro-1H-pyrrolo[2,3-b]pyridine-2-carbonyl)amino]-3-(4-fluorophenyl)propionic acid (EXAMPLE 286, 30 mg, 0.08 mmol) in DMF (3 mL) was added (R)-(+)-3-hydroxypyrrolidine (7.2 mg, 0.08 mmol), HOBt (11.2 mg, 0.08 mmol) and DIPEA (30.3 μL, 0.17 mmol). After 5 min, EDCI (20.7 mg, 0.11 mmol) was added and the reaction was stirred at rt for 16 h. The solvent was removed in vacuo and the residue partitioned between water (20 mL) and ethyl acetate (3×20 mL). The combined organi... Starting materials: O=C(O)c1cccc2c1OC(F)(F)O2, Cc1nc(C(=O)N2C(CN)CC3CC32)c(-c2cccc(F)c2)s1. Product: Cc1nc(C(=O)N2C(CNC(=O)c3cccc4c3OC(F)(F)O4)CC3CC32)c(-c2cccc(F)c2)s1. As a reaction SMILES: [F:24][C:25]1([F:37])[O:26][c:27]2[c:28]([cH:30][cH:31][cH:32][c:33]2[C:34](=[O:35])[OH:36])[O:29]1.[NH2:1][CH2:2][CH:3]1[N:4]([C:9](=[O:10])[c:11]2[n:12][c:13]([CH3:23])[s:14][c:15]2-[c:16]2[cH:17][c:18]([F:22])[cH:19][cH:20][cH:21]2)[CH:5]2[CH2:6][CH:7]2[CH2:8]1>>[NH:1]([CH2:2][CH:3]1[N:4]([C:9](=[O:10])[c:11]2[n:12][c:13]([CH3:23])[s:14][c:15]2-[c:16]2[cH:17][c:18]([F:22])[cH:19][cH:20][cH:21]2)[CH:5]2[CH2:6][CH:7]2[CH2:8]1)[C:34]([c:33]1[c:27]2[c:28]([cH:30][cH:31][cH:32]1)[O:29][C:25]([F:24])([F:37])[O:26]2)=[O:35]. The reactants are N[C@H]1COC2=C(N(C1=O)CC(=O)OC(C)(C)C)C=CC=C2 (tert-butyl 3(S)-amino-4-oxo-2,3,4,5-tetrahydro-1,5-benzoxazepine-5-acetate), C(C)(=O)O (acetic acid), C(C1=CC=CC=C1)OC(=O)N1CCC(CC1)CCCCCCC(C(=O)OCC)=O (ethyl 8-(1-benzyloxycarbonyl-4-piperidyl)-2-oxooctanoate), 3A, C(#N)[BH3-].[Na+] (sodium cyanoborohydride). The solvent is C(C)O (ethanol), C(C)O (ethanol). Conditions: time 10 minute. Product: C(C1=CC=CC=C1)OC(=O)N1CCC(CC1)CCCCCC[C@H](C(=O)OCC)N[C@H]1COC2=C(N(C1=O)CC(=O)OC(C)(C)C)C=CC=C2 (tert-butyl 3(S)-[7-(1-benzyloxycarbonyl-4-piperidyl)-1(R)-ethoxycarbonylheptyl]amino-4-oxo-2,3,4,5-tetrahydro-1,5-benzoxazepine-5-acetate). Isolated yield 7.5%. As a reaction SMILES: [NH2:1][C@@H:2]1[C:8](=[O:9])[N:7]([CH2:10][C:11]([O:13][C:14]([CH3:17])([CH3:16])[CH3:15])=[O:12])[C:6]2[CH:18]=[CH:19][CH:20]=[CH:21][C:5]=2[O:4][CH2:3]1.C(O)(=O)C.[CH2:26]([O:33][C:34]([N:36]1[CH2:41][CH2:40][CH:39]([CH2:42][CH2:43][CH2:44][CH2:45][CH2:46][CH2:47][C:48](=O)[C:49]([O:51][CH2:52][CH3:53])=[O:50])[CH2:38][CH2:37]1)=[O:35])[C:27]1[CH:32]=[CH:31][CH:30]=[CH:29][CH:28]=1.C([BH3-])#N.[Na+]>C(O)C>[CH2:26]([O:33][C:34]([N:36]1[CH2:37][CH2:38][CH:39]([CH2:42][CH2:43][CH2:44][CH2:45][CH2:46][CH2:47][C@@H:48]([NH:1][C@@H:2]2[C:8](=[O:9])[N:7]([CH2:10][C:11]([O:13][C:14]([CH3:16])([CH3:17])[CH3:15])=[O:12])[C:6]3[CH:18]=[CH:19][CH:20]=[CH:21][C:5]=3[O:4][CH2:3]2)[C:49]([O:51][CH2:52][CH3:53])=[O:50])[CH2:40][CH2:41]1)=[O:35])[C:27]1[CH:28]=[CH:29][CH:30]=[CH:31][CH:32]=1 |f:3.4|. Procedure: A mixture of tert-butyl 3(S)-amino-4-oxo-2,3,4,5-tetrahydro-1,5-benzoxazepine-5-acetate (2 g), ethanol (10 ml), acetic acid (0.49 g), ethyl 8-(1-benzyloxycarbonyl-4-piperidyl)-2-oxooctanoate (3 g) and molecular sieves 3A (10 g) is stirred for 10 minutes. To the stirred mixture is added dropwise a solution of sodium cyanoborohydride (0.47 g) in ethanol (40 ml) for 3 hours at room temperature. After standing overnight at room temperature, the mixture is concentrated in vacuo and diluted with a mix... The reactants are NCC(=O)O.C(C(CO)(CO)N)O.CCCCCCCCCCCCCCCC(=O)OCC(COC(=O)CCCCCCCCCCCCCCC)OC(=O)CCCCCCCCCCCCCCC (Gly Tris Tripalmitate), C1=CC(=CC=C1CCCC(=O)O)N(CCCl)CCCl (chlorambucil), C1CCC(CC1)N=C=NC2CCCCC2 (DCC). The reagents and catalysts are CN(C)C=1C=CN=CC1 (DMAP). Solvent: C(Cl)Cl (DCM). Reaction conditions: time 8 hour. Yields the product C1=CC(=CC=C1CCCC(=O)O)N(CCCl)CCCl.NCC(=O)O.C(C(CO)(CO)N)O.CCCCCCCCCCCCCCCC(=O)OCC(COC(=O)CCCCCCCCCCCCCCC)OC(=O)CCCCCCCCCCCCCCC (Chlorambucil Gly Tris Tripalmitate). Isolated yield 43.6%. Reaction SMILES: [CH:1]1[C:6]([CH2:7][CH2:8][CH2:9][C:10]([OH:12])=[O:11])=[CH:5][CH:4]=[C:3]([N:13]([CH2:17][CH2:18][Cl:19])[CH2:14][CH2:15][Cl:16])[CH:2]=1.C1CCC(N=C=NC2CCCCC2)CC1.[NH2:35][CH2:36][C:37]([OH:39])=[O:38].[CH2:40]([OH:47])[C:41]([NH2:46])([CH2:44][OH:45])[CH2:42][OH:43].[CH3:48][CH2:49][CH2:50][CH2:51][CH2:52][CH2:53][CH2:54][CH2:55][CH2:56][CH2:57][CH2:58][CH2:59][CH2:60][CH2:61][CH2:62][C:63]([O:65][CH2:66][CH:67]([O:87][C:88]([CH2:90][CH2:91][CH2:92][CH2:93][CH2:94][CH2:95][CH2:96][CH2:97][CH2:98][CH2:99][CH2:100][CH2:101][CH2:102][CH2:103][CH3:104])=[O:89])[CH2:68][O:69][C:70]([CH2:72][CH2:73][CH2:74][CH2:75][CH2:76][CH2:77][CH2:78][CH2:79][CH2:80][CH2:81][CH2:82][CH2:83][CH2:84][CH2:85][CH3:86])=[O:71])=[O:64]>C(Cl)Cl.CN(C1C=CN=CC=1)C>[CH:5]1[C:6]([CH2:7][CH2:8][CH2:9][C:10]([OH:12])=[O:11])=[CH:1][CH:2]=[C:3]([N:13]([CH2:14][CH2:15][Cl:16])[CH2:17][CH2:18][Cl:19])[CH:4]=1.[NH2:35][CH2:36][C:37]([OH:39])=[O:38].[CH2:40]([OH:47])[C:41]([NH2:46])([CH2:44][OH:45])[CH2:42][OH:43].[CH3:48][CH2:49][CH2:50][CH2:51][CH2:52][CH2:53][CH2:54][CH2:55][CH2:56][CH2:57][CH2:58][CH2:59][CH2:60][CH2:61][CH2:62][C:63]([O:65][CH2:66][CH:67]([O:87][C:88]([CH2:90][CH2:91][CH2:92][CH2:93][CH2:94][CH2:95][CH2:96][CH2:97][CH2:98][CH2:99][CH2:100][CH2:101][CH2:102][CH2:103][CH3:104])=[O:89])[CH2:68][O:69][C:70]([CH2:72][CH2:73][CH2:74][CH2:75][CH2:76][CH2:77][CH2:78][CH2:79][CH2:80][CH2:81][CH2:82][CH2:83][CH2:84][CH2:85][CH3:86])=[O:71])=[O:64] |f:2.3.4,7.8.9.10|. Procedure details: To a solution of chlorambucil (0.240 g, 0.789 mmol) in DCM (16 ml) at 0° C. was added DCC (0.171 g, 0.828 mmol) and DMAP (0.005 g, 0.039 mmol), followed by the Gly-Tris-Tripalmitate (0.740 g, 0.828 mmol). The resulting mixture was stirred at room temperature overnight. The precipitate was filtered and the filtrate washed with 5% acetic acid aqueous solution, then H2O three times until the pH was 7. The organic phase was dried (MgSO4), then concentrated in vacuo. The crude product was purified by...